This data is from the Open Reaction Database (ORD), a public repository of structured organic reaction records. The task is: describe an organic reaction: reactants, conditions, products, and yield Starting materials: OC(C1=CC=C(C=C1)C(F)(F)F)C1=CC=C(C=C1)SC1=CC=C(S1)C1(CCOCC1)OC (4-[5-(4-(alphahydroxy-4-trifluoromethylbenzyl)phenylthio)thien-2-yl]-4-methoxytetrahydropyran), [Cr](=O)(=O)([O-])Cl.[NH+]1=CC=CC=C1 (pyridinium chlorochromate). Yields the product FC(C1=CC=C(C(=O)C2=CC=C(C=C2)SC2=CC=C(S2)C2(CCOCC2)OC)C=C1)(F)F (4-[5-(4-(4-trifluoromethylbenzoyl)phenylthio)thien-2-yl]-4-methoxytetrahydropyran). Isolated yield 75.0%. RXN SMILES: [OH:1][CH:2]([C:13]1[CH:18]=[CH:17][C:16]([S:19][C:20]2[S:24][C:23]([C:25]3([O:31][CH3:32])[CH2:30][CH2:29][O:28][CH2:27][CH2:26]3)=[CH:22][CH:21]=2)=[CH:15][CH:14]=1)[C:3]1[CH:8]=[CH:7][C:6]([C:9]([F:12])([F:11])[F:10])=[CH:5][CH:4]=1.[Cr](Cl)([O-])(=O)=O.[NH+]1C=CC=CC=1>>[F:12][C:9]([F:10])([F:11])[C:6]1[CH:5]=[CH:4][C:3]([C:2]([C:13]2[CH:14]=[CH:15][C:16]([S:19][C:20]3[S:24][C:23]([C:25]4([O:31][CH3:32])[CH2:26][CH2:27][O:28][CH2:29][CH2:30]4)=[CH:22][CH:21]=3)=[CH:17][CH:18]=2)=[O:1])=[CH:8][CH:7]=1 |f:1.2|. Procedure: Using the procedure described in Example 18, 4-[5-(4-(alphahydroxy-4-trifluoromethylbenzyl)phenylthio)thien-2-yl]-4-methoxytetrahydropyran was reacted with pyridinium chlorochromate to give 4-[5-(4-(4-trifluoromethylbenzoyl)phenylthio)thien-2-yl]-4-methoxytetrahydropyran in 75% yield, m.p. 86°-87° C.